This data is from the Open Reaction Database (ORD), a public repository of structured organic reaction records. The task is: describe an organic reaction: reactants, conditions, products, and yield The reactants are ClC1=C(C(=CC(=C1)COC)OC)C=1N2C(SC1)=C(C(=N2)OC)N(C2CCOCC2)CCC (3-[2-chloro-6-methoxy-4-(methoxymethyl)phenyl]-6-methoxy-N-propyl-N-(tetrahydro-2H-pyran-4-yl)pyrazolo[5,1-b][1,3]thiazole-7-amine), CS(=O)(=O)O (methanesulfonic acid). Solvent: C(C)(=O)OCC (ethyl acetate). Conditions: time 1 hour. Yields the product CS(=O)(=O)O.ClC1=C(C(=CC(=C1)COC)OC)C=1N2C(SC1)=C(C(=N2)OC)N(C2CCOCC2)CCC (3-[2-Chloro-6-methoxy-4-(methoxymethyl)phenyl]-6-methoxy-N-propyl-N-(tetrahydro-2H-pyran-4-yl)pyrazolo[5,1-b][1,3]thiazole-7-amine methanesulfonate). As a reaction SMILES: [Cl:1][C:2]1[CH:7]=[C:6]([CH2:8][O:9][CH3:10])[CH:5]=[C:4]([O:11][CH3:12])[C:3]=1[C:13]1[N:14]2[N:20]=[C:19]([O:21][CH3:22])[C:18]([N:23]([CH2:30][CH2:31][CH3:32])[CH:24]3[CH2:29][CH2:28][O:27][CH2:26][CH2:25]3)=[C:15]2[S:16][CH:17]=1.[CH3:33][S:34]([OH:37])(=[O:36])=[O:35]>C(OCC)(=O)C>[CH3:33][S:34]([OH:37])(=[O:36])=[O:35].[Cl:1][C:2]1[CH:7]=[C:6]([CH2:8][O:9][CH3:10])[CH:5]=[C:4]([O:11][CH3:12])[C:3]=1[C:13]1[N:14]2[N:20]=[C:19]([O:21][CH3:22])[C:18]([N:23]([CH2:30][CH2:31][CH3:32])[CH:24]3[CH2:25][CH2:26][O:27][CH2:28][CH2:29]3)=[C:15]2[S:16][CH:17]=1 |f:3.4|. Procedure: To a mixture of 3-[2-chloro-6-methoxy-4-(methoxymethyl)phenyl]-6-methoxy-N-propyl-N-(tetrahydro-2H-pyran-4-yl)pyrazolo[5,1-b][1,3]thiazole-7-amine (10.7 mg) and ethyl acetate (0.5 mL) was added methanesulfonic acid (1.45 μL). The mixture was stirred at room temperature for 1 hour and the solvent was removed by blowing nitrogen stream and dried to obtain the title compound (12.8 mg). Starting materials: C1(=CC(=CC=C1)N1C=NC2=C1C=CC(=C2)CO)C2=CC=CC=C2 (1-(3-biphenylyl)-5-hydroxymethylbenzimidazole), [H-].[Na+] (sodium hydride), IC (iodomethane). Run in O (water), CN(C)C=O (DMF). Run at time 8 hour. Product: C1(=CC(=CC=C1)N1C=NC2=C1C=CC(=C2)COC)C2=CC=CC=C2 (1-(3-biphenylyl)-5-methoxymethyibenzimidazole). RXN SMILES: [C:1]1([C:18]2[CH:23]=[CH:22][CH:21]=[CH:20][CH:19]=2)[CH:6]=[CH:5][CH:4]=[C:3]([N:7]2[C:11]3[CH:12]=[CH:13][C:14]([CH2:16][OH:17])=[CH:15][C:10]=3[N:9]=[CH:8]2)[CH:2]=1.[H-].[Na+].I[CH3:27]>CN(C=O)C.O>[C:1]1([C:18]2[CH:19]=[CH:20][CH:21]=[CH:22][CH:23]=2)[CH:6]=[CH:5][CH:4]=[C:3]([N:7]2[C:11]3[CH:12]=[CH:13][C:14]([CH2:16][O:17][CH3:27])=[CH:15][C:10]=3[N:9]=[CH:8]2)[CH:2]=1 |f:1.2|. Procedure details: To a solution of 1--(3-biphenylyl)-5-hydroxymethylbenzimidazole (61a) (0.16 g, 0.5 mmol) in dry DMF (1.5 ml) under nitrogen, was added a 80% sodium hydride suspension (20 mg, 0.7 mmol) and then iodomethane (33.5 μl, 0.5 mmol). The reaction mixture was stirred overnight and then poured in water. Neutralization with 4M aqueous HCl was followed by extraction with ethyl acetate. The extract was evaporated to dryness and purified by chromatography. The product was dissolved in dry ether and precipita... Reactants: [C-]#N.[K+] (potassium cyanide), CS(=O)(=O)OCCC(C1=CNC2=C(C=CC=C12)CSC)C1=CC2=C(OC(O2)(F)F)C=C1 (3-(2,2-Difluoro-1,3-benzodioxol-5-yl)-3-{7-[(methylsulfanyl)methyl]-1H-indol-3-yl}propyl methanesulfonate), C(C)(=O)OCC (ethyl acetate). The solvent is CS(=O)C (DMSO). Reaction conditions: temperature 80 celsius, time 3 hour. Product: FC1(OC2=C(O1)C=CC(=C2)C(CCC#N)C2=CNC1=C(C=CC=C21)CSC)F (4-(2,2-Difluoro-1,3-benzodioxol-5-yl)-4-{7-[(methylsulfanyl)methyl]-1H-indol-3-yl}butanonitrile). As a reaction SMILES: [C-:1]#[N:2].[K+].CS(O[CH2:9][CH2:10][CH:11]([C:24]1[CH:34]=[CH:33][C:27]2[O:28][C:29]([F:32])([F:31])[O:30][C:26]=2[CH:25]=1)[C:12]1[C:20]2[C:15](=[C:16]([CH2:21][S:22][CH3:23])[CH:17]=[CH:18][CH:19]=2)[NH:14][CH:13]=1)(=O)=O.C(OCC)(=O)C>CS(C)=O>[F:32][C:29]1([F:31])[O:28][C:27]2[CH:33]=[CH:34][C:24]([CH:11]([C:12]3[C:20]4[C:15](=[C:16]([CH2:21][S:22][CH3:23])[CH:17]=[CH:18][CH:19]=4)[NH:14][CH:13]=3)[CH2:10][CH2:9][C:1]#[N:2])=[CH:25][C:26]=2[O:30]1 |f:0.1|. Procedure details: 0.37 g (5.76 mmol) of potassium cyanide was added to 1.35 g (2.88 mmol) of the compound from Example 112A in 26 ml of DMSO. The mixture was stirred at 80° C. for 3 h, ethyl acetate was added to the reaction solution, and the mixture was washed twice with water and once with saturated aqueous sodium chloride solution. The combined organic phases were freed of solvent, and the crude product was purified by preparative HPLC (mobile phase: acetonitrile/water gradient). 0.90 g (78% of theory) of the ... The reactants are S(=O)(=O)(O[O-])[O-].[K+].[K+] (potassium peroxymonosulfate), CC(C)C=1C=C2C(=CNC2=CC1)SC1CCN(CC1)C (5-(1-methylethyl)-3-[(1-methylpiperidin-4-yl)thio]-1H-indole), O (water). Conditions: time 4 hour. Product: CC(C)C=1C=C2C(=CNC2=CC1)S(=O)(=O)C1CCN(CC1)C (5-(1-Methylethyl)-3-[(1-methylpiperidin-4-yl)sulfonyl]-1H-indole). Reaction SMILES: S([O-])(O[O-])(=O)=[O:2].[K+].[K+].[CH3:9][CH:10]([C:12]1[CH:13]=[C:14]2[C:18](=[CH:19][CH:20]=1)[NH:17][CH:16]=[C:15]2[S:21][CH:22]1[CH2:27][CH2:26][N:25]([CH3:28])[CH2:24][CH2:23]1)[CH3:11].[OH2:29]>>[CH3:11][CH:10]([C:12]1[CH:13]=[C:14]2[C:18](=[CH:19][CH:20]=1)[NH:17][CH:16]=[C:15]2[S:21]([CH:22]1[CH2:27][CH2:26][N:25]([CH3:28])[CH2:24][CH2:23]1)(=[O:2])=[O:29])[CH3:9] |f:0.1.2|. Procedure: A solution of potassium peroxymonosulfate (49.5% KHSO5, 21.2 g) in water (95 ml) is added drop-wise at 0° C. to a methanolic solution (95 ml) of 5-(1-methylethyl)-3-[(1-methylpiperidin-4-yl)thio]-1H-indole (7.5 g, prepared in Example 43). After 4 hours at room temperature, the white precipitate is filtered off and the filtrate is concentrated, rendered basic with sodium carbonate and extracted with ethyl acetate. The organic phase is dried over sodium sulfate and concentrated. 5-(1-Methylethyl)-... Starting materials: O=S(=O)(Cl)c1cc(Br)c(Cl)cc1F, CC1(C)CCNc2ccccc21, CC#N, [Na+], O=C([O-])O, O. Yields the product CC1(C)CCN(S(=O)(=O)c2cc(Br)c(Cl)cc2F)c2ccccc21. Reaction SMILES: [Br:18][c:19]1[c:20]([Cl:30])[cH:21][c:22]([F:29])[c:23]([S:25](=[O:26])(=[O:27])[Cl:28])[cH:24]1.[CH3:1][C:2]1([CH3:12])[CH2:3][CH2:4][NH:5][c:6]2[cH:7][cH:8][cH:9][cH:10][c:11]21.[CH3:32][C:33]#[N:34].[Na+:17].[O-:13][C:14]([OH:15])=[O:16].[OH2:31]>>[CH3:1][C:2]1([CH3:12])[CH2:3][CH2:4][N:5]([S:25]([c:23]2[c:22]([F:29])[cH:21][c:20]([Cl:30])[c:19]([Br:18])[cH:24]2)(=[O:26])=[O:27])[c:6]2[cH:7][cH:8][cH:9][cH:10][c:11]21. The product is ClC1=CN=CC=2C=CC=C(C12)S(=O)(=O)N1CC(CC1)NC ((R/S)-1-(4-Chloro-5-isoquinolinesulfonyl)-3-(methylamino)pyrrolidine), Cl (hydrochloride). Reported procedure: 3-[N-(tert-Butoxycarbonyl)-N-methylamino]-1-(4-chloro-5-isoquinolinesulfonyl)pyrrolidine (Intermediate 21) can be prepared by using 4-chloro-5-isoquinolinesulfonyl chloride and 3-[N-(tert-butoxycarbonyl)-N-methylamino]pyrrolidine in the method of Example 1-3, Step A instead of 4-bromo-5-isoquinolinesulfonyl chloride and (S)-3-[N-(tert-butoxycarbonyl)-N-methyl-amino]pyrrolidine, respectively, and then used in the method of Example 1-3, Step B in a similar manner to obtain the title compound as hy... As a reaction SMILES: C(O[C:6]([N:8]([CH:10]1[CH2:14][CH2:13][N:12]([S:15]([C:18]2[C:19]3[C:20]([Cl:28])=[CH:21][N:22]=[CH:23][C:24]=3[CH:25]=[CH:26][CH:27]=2)(=[O:17])=[O:16])[CH2:11]1)C)=O)(C)(C)C.[Cl:29]C1C2C(S(Cl)(=O)=O)=CC=CC=2C=NC=1.C(OC(N(C1CCNC1)C)=O)(C)(C)C.BrC1C2C(S(Cl)(=O)=O)=CC=CC=2C=NC=1.C(OC(N([C@H]1CCNC1)C)=O)(C)(C)C>>[Cl:28][C:20]1[C:19]2[C:18]([S:15]([N:12]3[CH2:13][CH2:14][CH:10]([NH:8][CH3:6])[CH2:11]3)(=[O:16])=[O:17])=[CH:27][CH:26]=[CH:25][C:24]=2[CH:23]=[N:22][CH:21]=1.[ClH:29]. Reactants: ClC1=CN=CC=2C=CC=C(C12)S(=O)(=O)Cl (4-chloro-5-isoquinolinesulfonyl chloride), C(C)(C)(C)OC(=O)N(C)C1CN(CC1)S(=O)(=O)C=1C=2C(=CN=CC2C=CC1)Cl (3-[N-(tert-Butoxycarbonyl)-N-methylamino]-1-(4-chloro-5-isoquinolinesulfonyl)pyrrolidine), C(C)(C)(C)OC(=O)N(C)C1CN(CC1)S(=O)(=O)C=1C=2C(=CN=CC2C=CC1)Cl (3-[N-(tert-Butoxycarbonyl)-N-methylamino]-1-(4-chloro-5-isoquinolinesulfonyl)pyrrolidine), C(C)(C)(C)OC(=O)N(C)C1CNCC1 (3-[N-(tert-butoxycarbonyl)-N-methylamino]pyrrolidine), C(C)(C)(C)OC(=O)N(C)[C@@H]1CNCC1 ((S)-3-[N-(tert-butoxycarbonyl)-N-methyl-amino]pyrrolidine), BrC1=CN=CC=2C=CC=C(C12)S(=O)(=O)Cl (4-bromo-5-isoquinolinesulfonyl chloride). Conditions: temperature -78 celsius, time 20 minute. Yields the product C(C)OC(C#CC1=C(C=C(C=C1)Br)F)=O ((4-bromo-2-fluoro-phenyl)-propynoic acid ethyl ester). Reported procedure: In a 100 mL round-bottomed flask, 4-bromo-1-ethynyl-2-fluorobenzene (2.0 g, 10.0 mmol) was combined with THF (28 ml) to give a brown solution. The solution was cooled to −78° C. and 1.5M LDA in cyclohexane (16.4 mL, 24.6 mmol, Eq: 2.45) was added via syringe. The reaction was stirred at −78° C. for 20 mins, ethyl chloroformate (5.42 g, 4.8 mL, 50.0 mmol, Eq: 4.97) was added at −78° C. and the reaction was stirred at room temp for 2 h under argon. The reaction was quenched with saturated NH4Cl an... RXN SMILES: [Br:1][C:2]1[CH:7]=[CH:6][C:5]([C:8]#[CH:9])=[C:4]([F:10])[CH:3]=1.[Li+].CC([N-]C(C)C)C.C1CCCCC1.Cl[C:26]([O:28][CH2:29][CH3:30])=[O:27]>C1COCC1>[CH2:29]([O:28][C:26](=[O:27])[C:9]#[C:8][C:5]1[CH:6]=[CH:7][C:2]([Br:1])=[CH:3][C:4]=1[F:10])[CH3:30] |f:1.2|. Solvent: C1CCOC1 (THF). Isolated yield 165.6%. The reactants are ClC(=O)OCC (ethyl chloroformate), [Li+].CC(C)[N-]C(C)C (LDA), C1CCCCC1 (cyclohexane), BrC1=CC(=C(C=C1)C#C)F (4-bromo-1-ethynyl-2-fluorobenzene). Starting materials: OC(=O)CCCC[C@@H]1SC[C@@H]2NC(=O)N[C@H]12 (D-biotin), NCC(=O)C1=CC=CC=C1 (2-aminoacetophenone), CN1CCOCC1 (N-methylmorpholine), ClC(=O)OCC(C)C (isobutyl chloroformate). The solvent is CCOCC (ether), CN(C)C=O (DMF). Conditions: temperature 0 celsius, time 30 minute. The product is C(C)(=O)C1=CC=CC=C1.OC(=O)CCCC[C@@H]1SC[C@@H]2NC(=O)N[C@H]12 (Biotin ortho-acetophenone). Yield: 72.0%. RXN SMILES: [OH:1][C:2]([CH2:4][CH2:5][CH2:6][CH2:7][C@H:8]1[C@@H:16]2[C@@H:11]([NH:12][C:13]([NH:15]2)=[O:14])[CH2:10][S:9]1)=[O:3].CN1CCOCC1.ClC(OCC(C)C)=O.N[CH2:33][C:34]([C:36]1[CH:41]=[CH:40][CH:39]=[CH:38][CH:37]=1)=[O:35]>CN(C=O)C.CCOCC>[C:34]([C:36]1[CH:41]=[CH:40][CH:39]=[CH:38][CH:37]=1)(=[O:35])[CH3:33].[OH:3][C:2]([CH2:4][CH2:5][CH2:6][CH2:7][C@H:8]1[C@@H:16]2[C@@H:11]([NH:12][C:13]([NH:15]2)=[O:14])[CH2:10][S:9]1)=[O:1] |f:6.7|. Reported procedure: The D-biotin (1 g, 4.1 mmol) is solubilized in 45 ml of anhydrous DMF in the hot state. The mixture is cooled to 0° C. under argon, and then N-methylmorpholine (590 μl, 5.33 mmol) and isobutyl chloroformate (840 μl, 6.60 mmol) are successively added. The mixture is kept stirred for 30 min, and then 2-aminoacetophenone (824 mg, 6.10 mmol) is added. The solution is maintained stirred at room temperature for 3 h 30 min, and then evaporated to dryness. The residue is taken up in 50 ml of water. The ...